From a dataset of the Open Reaction Database (ORD), a public repository of structured organic reaction records. describe an organic reaction: reactants, conditions, products, and yield The reactants are FC1=CC=C(C=C1)C1(CCN(CC1)C(=O)OC(C)(C)C)COCC1=CC(=CC=2N(N=NC21)COCC[Si](C)(C)C)C(F)(F)F (tert-Butyl 4-(4-fluorophenyl)-4-(((6-(trifluoromethyl)-1-((2-(trimethylsilyl)ethoxy)methyl)-1H-benzo[d][1,2,3]triazol-4-yl)methoxy)methyl)piperidine-1-carboxylate). The solvent is FC(C(=O)O)(F)F (trifluoroacetic acid). Run at time 4 hour. The product is FC1=CC=C(C=C1)C1(CCNCC1)COCC1=CC(=CC2=C1NN=N2)C(F)(F)F (7-(((4-(4-Fluorophenyl)piperidin-4-yl)methoxy)methyl)-5-(trifluoromethyl)-1H-benzo[d][1,2,3]triazole). RXN SMILES: [F:1][C:2]1[CH:7]=[CH:6][C:5]([C:8]2([CH2:21][O:22][CH2:23][C:24]3[C:32]4[N:31]=[N:30][N:29](COCC[Si](C)(C)C)[C:28]=4[CH:27]=[C:26]([C:41]([F:44])([F:43])[F:42])[CH:25]=3)[CH2:13][CH2:12][N:11](C(OC(C)(C)C)=O)[CH2:10][CH2:9]2)=[CH:4][CH:3]=1>FC(F)(F)C(O)=O>[F:1][C:2]1[CH:3]=[CH:4][C:5]([C:8]2([CH2:21][O:22][CH2:23][C:24]3[C:32]4[NH:31][N:30]=[N:29][C:28]=4[CH:27]=[C:26]([C:41]([F:44])([F:42])[F:43])[CH:25]=3)[CH2:13][CH2:12][NH:11][CH2:10][CH2:9]2)=[CH:6][CH:7]=1. Procedure details: tert-Butyl 4-(4-fluorophenyl)-4-(((6-(trifluoromethyl)-1-((2-(trimethylsilyl)ethoxy)methyl)-1H-benzo[d][1,2,3]triazol-4-yl)methoxy)methyl)piperidine-1-carboxylate (120 mg, 0.188 mmol) was dissolved in trifluoroacetic acid (50% in dichloromethane, 2 mL) and stirred at room temperature for 4 h. The reaction was concentrated and loaded onto a strong cation exchange cartridge. The cartridge was flushed with several volumes of methanol which were discarded. The product was eluted using 2M ammonia in ...